This data is from the Open Reaction Database (ORD), a public repository of structured organic reaction records. The task is: describe an organic reaction: reactants, conditions, products, and yield The reactants are CCCN1CCC(C)(C)c2cc(C(C)C)cc(C(C)=C(F)C=CC(C)=CC(=O)OCC)c21, [Na+], [OH-]. Yields the product CCCN1CCC(C)(C)c2cc(C(C)C)cc(C(C)=C(F)C=CC(C)=CC(=O)O)c21. RXN SMILES: [CH2:1]([CH3:2])[O:3][C:4]([CH:5]=[C:6]([CH:7]=[CH:8][C:9](=[C:10]([CH3:11])[c:12]1[cH:13][c:14]([CH:27]([CH3:28])[CH3:29])[cH:15][c:16]2[c:21]1[N:20]([CH2:22][CH2:23][CH3:24])[CH2:19][CH2:18][C:17]2([CH3:25])[CH3:26])[F:30])[CH3:31])=[O:32].[Na+:34].[OH-:33]>>[O:3]=[C:4]([CH:5]=[C:6]([CH:7]=[CH:8][C:9](=[C:10]([CH3:11])[c:12]1[cH:13][c:14]([CH:27]([CH3:28])[CH3:29])[cH:15][c:16]2[c:21]1[N:20]([CH2:22][CH2:23][CH3:24])[CH2:19][CH2:18][C:17]2([CH3:25])[CH3:26])[F:30])[CH3:31])[OH:32]. Reactants: CCOC(=O)CCCCBr, Cl, Fc1cc(F)c2sc(S)nc2c1F, [H-], [Na+], CN(C)C=O, O. Yields the product CCOC(=O)CCCCSc1nc2c(F)c(F)cc(F)c2s1. As a reaction SMILES: [Br:16][CH2:17][CH2:18][CH2:19][CH2:20][C:21](=[O:22])[O:23][CH2:24][CH3:25].[ClH:26].[F:3][c:4]1[c:5]([F:15])[cH:6][c:7]([F:14])[c:8]2[c:9]1[n:10][c:11]([SH:13])[s:12]2.[H-:1].[Na+:2].[O:27]=[CH:28][N:29]([CH3:30])[CH3:31].[OH2:32]>>[F:3][c:4]1[c:5]([F:15])[cH:6][c:7]([F:14])[c:8]2[c:9]1[n:10][c:11]([S:13][CH2:17][CH2:18][CH2:19][CH2:20][C:21](=[O:22])[O:23][CH2:24][CH3:25])[s:12]2. Reactants: BrC1=CC=C2CCCC(C2=C1)=O (7-bromo-3,4-dihydro-2H-naphthalen-1-one), COC1=CC=C(C=C1)[Mg]Br (4-methoxyphenyl-magnesium bromide), FC(C(=O)O)(F)F (trifluoroacetic acid). Run in O1CCCC1 (tetra-hydrofuran). The product is BrC1=CC=C2CCCC(C2=C1)(O)C1=CC=C(C=C1)OC (7-bromo-1-(4-methoxyphenyl)-1,2,3,4-tetrahydronaphthalen-1-ol). RXN SMILES: [Br:1][C:2]1[CH:11]=[C:10]2[C:5]([CH2:6][CH2:7][CH2:8][C:9]2=[O:12])=[CH:4][CH:3]=1.[CH3:13][O:14][C:15]1[CH:20]=[CH:19][C:18]([Mg]Br)=[CH:17][CH:16]=1.FC(F)(F)C(O)=O>O1CCCC1>[Br:1][C:2]1[CH:11]=[C:10]2[C:5]([CH2:6][CH2:7][CH2:8][C:9]2([C:18]2[CH:19]=[CH:20][C:15]([O:14][CH3:13])=[CH:16][CH:17]=2)[OH:12])=[CH:4][CH:3]=1. Procedure: A solution of 0.55 g (1.65 mmol ) of 7-bromo-1-(4-methoxyphenyl)-1,2,3,4-tetrahydronaphthalen-1-ol, obtained analogously to Example 1a) from 7-bromo-3,4-dihydro-2H-naphthalen-1-one and 4-methoxyphenyl-magnesium bromide, and 0.2 ml of trifluoroacetic acid in 20 ml of tetra-hydrofuran is warmed at 50° C. for 12 hours and subsequently evaporated to dryness. 10 ml of saturated sodium hydrogencarbonate are added to the residue, and the aqueous mixture is extracted twice with 10 ml of ethyl acetate ea...